Dataset: the Open Reaction Database (ORD), a public repository of structured organic reaction records. Task: describe an organic reaction: reactants, conditions, products, and yield Product: COc1c(C)c(C)c(OC)c(C(O)C2OC2(C)CCCC(C)CCCC(C)CCCC(C)C)c1C. As a reaction SMILES: [Br-:1].[CH3:2][O:3][c:4]1[c:5]([Mg+:15])[c:6]([CH3:14])[c:7]([O:12][CH3:13])[c:8]([CH3:11])[c:9]1[CH3:10].[O:16]1[CH:17]([CH:18]=[O:19])[C:20]1([CH2:21][CH2:22][CH2:23][CH:24]([CH2:25][CH2:26][CH2:27][CH:28]([CH2:29][CH2:30][CH2:31][CH:32]([CH3:33])[CH3:34])[CH3:35])[CH3:36])[CH3:37].[O:39]1[CH2:40][CH2:41][CH2:42][CH2:43]1.[OH2:38]>>[CH3:2][O:3][c:4]1[c:5]([CH:18]([CH:17]2[O:16][C:20]2([CH2:21][CH2:22][CH2:23][CH:24]([CH2:25][CH2:26][CH2:27][CH:28]([CH2:29][CH2:30][CH2:31][CH:32]([CH3:33])[CH3:34])[CH3:35])[CH3:36])[CH3:37])[OH:19])[c:6]([CH3:14])[c:7]([O:12][CH3:13])[c:8]([CH3:11])[c:9]1[CH3:10]. Starting materials: [Br-], COc1c(C)c(C)c(OC)c([Mg+])c1C, CC(C)CCCC(C)CCCC(C)CCCC1(C)OC1C=O, C1CCOC1, O. Reactants: S1C2=C(C=C1C(C)=O)C=CC=C2 (1-(benzo[b]thiophen-2-yl)ethanone), COC(N(C)C)OC (dimethoxy-N,N-dimethyl-methanamine). Yields the product S1C2=C(C=C1C(\C=C\N(C)C)=O)C=CC=C2 ((E)-1-(Benzo[b]thiophen-2-yl)-3-(dimethylamino)prop-2-en-1-one). Isolated yield 84.0%. Reaction SMILES: [S:1]1[C:5]([C:6](=[O:8])[CH3:7])=[CH:4][C:3]2[CH:9]=[CH:10][CH:11]=[CH:12][C:2]1=2.CO[CH:15](OC)[N:16]([CH3:18])[CH3:17]>>[S:1]1[C:5]([C:6](=[O:8])/[CH:7]=[CH:15]/[N:16]([CH3:18])[CH3:17])=[CH:4][C:3]2[CH:9]=[CH:10][CH:11]=[CH:12][C:2]1=2. Procedure: A solution of 1-(benzo[b]thiophen-2-yl)ethanone (1 g) in dimethoxy-N,N-dimethyl-methanamine (10 mL) was refluxed for 6 h and then cooled to rt. The precipitate was filtered and washed with diethyl ether to afford the title compound (1.1 g, 84%). Starting materials: COC(CC1=C(C=CC=C1)Br)=O ((2-Bromo-phenyl)acetic acid methyl ester), C([O-])(O)=O.[Na+] (sodium bicarbonate), C(C)C(/C=C/C1=C(C=C(C=C1)C(CC)(C1=CC=C(C=C1)B1OC(C(O1)(C)C)(C)C)CC)C)(CC)O ((E)-3-ethyl-1-(4-{1-ethyl-1-[4-(4,4,5,5-tetramethyl-[1,3,2]dioxaborolan-2-yl)-phenyl]-propyl}-2-methyl-phenyl)-1-penten-3-ol), C1(CCCCC1)P(C1=C(C=CC=C1)C1=C(C=CC=C1OC)OC)C1CCCCC1 (2-dicyclohexylphosphino-2′,6′-dimethoxy-1,1′-biphenyl), P(=O)([O-])([O-])[O-].[K+].[K+].[K+] (potassium phosphate). The reagents and catalysts are C(C)(=O)[O-].[Pd+2].C(C)(=O)[O-] (palladium acetate). Solvent: O (water), C1(=CC=CC=C1)C (toluene). Reaction conditions: temperature 100 celsius, time 2 hour. Yields the product COC(CC1=C(C=CC=C1)C1=CC=C(C=C1)C(CC)(C1=CC(=C(C=C1)\C=C\C(CC)(O)CC)C)CC)=O ((4′-{1-ethyl-1-[4-((E)-3-ethyl-3-hydroxy-1-pentenyl)-3-methyl-phenyl]-propyl}-biphenyl-2-yl)-acetic Acid Methyl Ester). Isolated yield 52.8%. As a reaction SMILES: [CH3:1][O:2][C:3](=[O:12])[CH2:4][C:5]1[CH:10]=[CH:9][CH:8]=[CH:7][C:6]=1Br.C1(P(C2CCCCC2)C2C=CC=CC=2C2C(OC)=CC=CC=2OC)CCCCC1.P([O-])([O-])([O-])=O.[K+].[K+].[K+].[CH2:50]([C:52]([OH:84])([CH2:82][CH3:83])/[CH:53]=[CH:54]/[C:55]1[CH:60]=[CH:59][C:58]([C:61]([CH2:79][CH3:80])([C:64]2[CH:69]=[CH:68][C:67](B3OC(C)(C)C(C)(C)O3)=[CH:66][CH:65]=2)[CH2:62][CH3:63])=[CH:57][C:56]=1[CH3:81])[CH3:51].C(=O)(O)[O-].[Na+]>C1(C)C=CC=CC=1.C([O-])(=O)C.[Pd+2].C([O-])(=O)C.O>[CH3:1][O:2][C:3](=[O:12])[CH2:4][C:5]1[CH:10]=[CH:9][CH:8]=[CH:7][C:6]=1[C:67]1[CH:66]=[CH:65][C:64]([C:61]([CH2:79][CH3:80])([C:58]2[CH:59]=[CH:60][C:55](/[CH:54]=[CH:53]/[C:52]([CH2:82][CH3:83])([OH:84])[CH2:50][CH3:51])=[C:56]([CH3:81])[CH:57]=2)[CH2:62][CH3:63])=[CH:69][CH:68]=1 |f:2.3.4.5,7.8,10.11.12|. Procedure details: (2-Bromo-phenyl)acetic acid methyl ester (Example 126-(1); 35 mg, 0.152 mmol), palladium acetate (2.2 mg, 0.010 mmol), 2-dicyclohexylphosphino-2′,6′-dimethoxy-1,1′-biphenyl (8.2 mg, 0.016 mmol), potassium phosphate (64 mg, 0.303 mmol) and water (0.2 mL) were added to a solution of (E)-3-ethyl-1-(4-{1-ethyl-1-[4-(4,4,5,5-tetramethyl-[1,3,2]dioxaborolan-2-yl)-phenyl]-propyl}-2-methyl-phenyl)-1-penten-3-ol (Example 39-(5); 48.3 mg, 0.101 mmol) in toluene (3 mL). After replacement with nitrogen, the... The reactants are ClC1=C(C=CC=C1)C(C(=O)C1=CC2=C(C3=C(OCC2)C=CC=C3)S1)=CN(C)C (2-(2-chlorophenyl)-1-(4,5-dihydrobenzo[b]thieno[2,3-d]oxepin-2-yl)-3-(dimethylamino)prop-2-en-1-one), C([O-])([O-])=O.[K+].[K+] (potassium carbonate), Cl.NC(=N)N (guanidine hydrochloride). Run in C(C)O (ethanol). Conditions: temperature 90 celsius. Product: ClC1=C(C=CC=C1)C=1C(=NC(=NC1)N)C1=CC2=C(C3=C(OCC2)C=CC=C3)S1 (5-(2-chlorophenyl)-4-(4,5-dihydrobenzo[b]thieno[2,3-d]oxepin-2-yl)pyrimidin-2-amine). As a reaction SMILES: [Cl:1][C:2]1[CH:7]=[CH:6][CH:5]=[CH:4][C:3]=1[C:8](=[CH:25]N(C)C)[C:9]([C:11]1[S:24][C:14]2[C:15]3[CH:23]=[CH:22][CH:21]=[CH:20][C:16]=3[O:17][CH2:18][CH2:19][C:13]=2[CH:12]=1)=O.C(=O)([O-])[O-].[K+].[K+].Cl.[NH2:36][C:37]([NH2:39])=[NH:38]>C(O)C>[Cl:1][C:2]1[CH:7]=[CH:6][CH:5]=[CH:4][C:3]=1[C:8]1[C:9]([C:11]2[S:24][C:14]3[C:15]4[CH:23]=[CH:22][CH:21]=[CH:20][C:16]=4[O:17][CH2:18][CH2:19][C:13]=3[CH:12]=2)=[N:38][C:37]([NH2:39])=[N:36][CH:25]=1 |f:1.2.3,4.5|. Reported procedure: To a solution of crude 2-(2-chlorophenyl)-1-(4,5-dihydrobenzo[b]thieno[2,3-d]oxepin-2-yl)-3-(dimethylamino)prop-2-en-1-one (ca. 0.22 mmol) in ethanol (2 mL) was added potassium carbonate (87 mg, 0.63 mmol) and then guanidine hydrochloride (40 mg, 0.42 mmol). The whole was sealed and heated at 90° C. for 8 h, cooled to room temperature and concentrated. The residue was diluted with water and extracted with ethyl acetate. The combined organics were purified by reverse phase HPLC to give 282. MS (E... The reactants are F[B-](F)(F)F, CCN(C(C)C)C(C)C, ClCCl, Nc1nc2c3ccc(C(=O)O)cc3nc(Cc3ccc4c(c3)OCO4)n2n1, NCCO, CN(C)C(On1nnc2ccccc21)=[N+](C)C. Product: Nc1nc2c3ccc(C(=O)NCCO)cc3nc(Cc3ccc4c(c3)OCO4)n2n1. RXN SMILES: [B-:37]([F:38])([F:39])([F:40])[F:41].[CH:28]([N:29]([CH2:30][CH3:31])[CH:32]([CH3:33])[CH3:34])([CH3:35])[CH3:36].[Cl:63][CH2:64][Cl:65].[NH2:1][c:2]1[n:3][n:4]2[c:5]([CH2:18][c:19]3[cH:20][c:21]4[c:22]([cH:26][cH:27]3)[O:23][CH2:24][O:25]4)[n:6][c:7]3[cH:8][c:9]([C:15](=[O:16])[OH:17])[cH:10][cH:11][c:12]3[c:13]2[n:14]1.[NH2:59][CH2:60][CH2:61][OH:62].[n:42]1([O:43][C:44]([N:45]([CH3:46])[CH3:47])=[N+:48]([CH3:49])[CH3:50])[c:51]2[cH:52][cH:53][cH:54][cH:55][c:56]2[n:57][n:58]1>>[NH2:1][c:2]1[n:3][n:4]2[c:5]([CH2:18][c:19]3[cH:20][c:21]4[c:22]([cH:26][cH:27]3)[O:23][CH2:24][O:25]4)[n:6][c:7]3[cH:8][c:9]([C:15](=[O:16])[NH:59][CH2:60][CH2:61][OH:62])[cH:10][cH:11][c:12]3[c:13]2[n:14]1. The reactants are ClC1=CC=C(C=C1)C1(CCC1)C(CC(C)C)N (1-[1-(4-chlorophenyl)cyclobutyl]-3-methylbutylamine), C(\C=C/C(=O)O)(=O)O (maleic acid), [BH4-].[Na+] (Sodium borohydride), COCC(=O)O (methoxyacetic acid), [OH-].[Na+] (sodium hydroxide). The solvent is C1(=CC=CC=C1)C (toluene), CCOCC (ether), O (water), CCOCC (ether), C1(=CC=CC=C1)C (toluene). Conditions: time 16 hour. Yields the product C(\C=C/C(=O)O)(=O)O.COCCNC(CC(C)C)C1(CCC1)C1=CC=C(C=C1)Cl (N-(2-methoxyethyl)-1-[1-(4-chlorophenyl)cyclobutyl]-3-methylbutylamine maleate). RXN SMILES: [BH4-].[Na+].[CH3:3][O:4][CH2:5][C:6](O)=O.[Cl:9][C:10]1[CH:15]=[CH:14][C:13]([C:16]2([CH:20]([NH2:25])[CH2:21][CH:22]([CH3:24])[CH3:23])[CH2:19][CH2:18][CH2:17]2)=[CH:12][CH:11]=1.[OH-].[Na+].[C:28]([OH:35])(=[O:34])/[CH:29]=[CH:30]\[C:31]([OH:33])=[O:32]>C1(C)C=CC=CC=1.CCOCC.O>[C:28]([OH:35])(=[O:34])/[CH:29]=[CH:30]\[C:31]([OH:33])=[O:32].[CH3:3][O:4][CH2:5][CH2:6][NH:25][CH:20]([C:16]1([C:13]2[CH:12]=[CH:11][C:10]([Cl:9])=[CH:15][CH:14]=2)[CH2:17][CH2:18][CH2:19]1)[CH2:21][CH:22]([CH3:24])[CH3:23] |f:0.1,4.5,10.11|. Procedure details: Sodium borohydride (2.5 g) was added portionwise to a stirred solution of methoxyacetic acid (26.4 g) in toluene (300 ml) under an atmosphere of nitrogen and stirring was continued for 16 hours. A solution of 1-[1-(4-chlorophenyl)cyclobutyl]-3-methylbutylamine (5 g) in toluene (50 ml) was then added and the mixture was heated under reflux with stirring for 24 hours. After cooling the reaction mixture, water (200 ml) was added and the mixture was basified with 16N aqueous sodium hydroxide solutio... Reactants: C1CCOC1, CCN(C(C)C)C(C)C, Nc1cc(C2CC2)[nH]n1, O=[N+]([O-])c1cc(F)c(F)c(F)c1F. The product is O=[N+]([O-])c1cc(F)c(F)c(F)c1Nc1cc(C2CC2)[nH]n1. Reaction SMILES: [CH2:32]1[O:33][CH2:34][CH2:35][CH2:36]1.[CH:14]([N:15]([CH2:16][CH3:17])[CH:18]([CH3:19])[CH3:20])([CH3:21])[CH3:22].[CH:23]1([c:26]2[cH:27][c:28]([NH2:31])[n:29][nH:30]2)[CH2:24][CH2:25]1.[F:1][c:2]1[c:3]([F:13])[c:4]([F:12])[c:5]([F:11])[c:6]([N+:8](=[O:9])[O-:10])[cH:7]1>>[F:1][c:2]1[c:3]([F:13])[c:4]([F:12])[c:5]([NH:31][c:28]2[cH:27][c:26]([CH:23]3[CH2:24][CH2:25]3)[nH:30][n:29]2)[c:6]([N+:8](=[O:9])[O-:10])[cH:7]1.